Dataset: the Open Reaction Database (ORD), a public repository of structured organic reaction records. Task: describe an organic reaction: reactants, conditions, products, and yield The reactants are [H-].[Na+] (NaH), BrC=1N=C(NC1Br)C1CCC1 (4,5-dibromo-2-cyclobutyl-1H-imidazole), C[Si](C)(C)CCOCCl (SEMCl). The solvent is C1CCOC1 (THF), C1CCOC1 (THF). Reaction conditions: temperature 0 celsius, time 5 minute. The product is BrC=1N=C(N(C1Br)COCC[Si](C)(C)C)C1CCC1 (4,5-dibromo-2-cyclobutyl-1-((2-(trimethylsilyl)ethoxy)methyl)-1H-imidazole). The yield is 16.7%. RXN SMILES: [H-].[Na+].[Br:3][C:4]1[N:5]=[C:6]([CH:10]2[CH2:13][CH2:12][CH2:11]2)[NH:7][C:8]=1[Br:9].[CH3:14][Si:15]([CH2:18][CH2:19][O:20][CH2:21]Cl)([CH3:17])[CH3:16]>C1COCC1>[Br:9][C:8]1[N:7]=[C:6]([CH:10]2[CH2:13][CH2:12][CH2:11]2)[N:5]([CH2:21][O:20][CH2:19][CH2:18][Si:15]([CH3:17])([CH3:16])[CH3:14])[C:4]=1[Br:3] |f:0.1|. Procedure: A 250 mL round-bottom flask was purged with nitrogen and charged with NaH (95%, 0.2 g, 8.3 mmol). THF (10 mL) added, and the mixture cooled to 0° C. After 5 minutes, a solution of 4,5-dibromo-2-cyclobutyl-1H-imidazole (1.76 g, 6.29 mmol, ˜40% purity) in THF (20 mL) was added dropwise from an addition funnel over 5 minutes. The reaction was stirred at 0° C. for 35 minutes and SEMCl (1.8 mL, 10.2 mmol) was then added dropwise over 2 minutes. After 5 minutes, ice bath was removed, and the reaction ... The reactants are BrB(Br)Br, COc1ccc(-c2cnc3c(NCc4cccc(S(N)(=O)=O)c4)nccn23)cc1, ClCCl. Yields the product NS(=O)(=O)c1cccc(CNc2nccn3c(-c4ccc(O)cc4)cnc23)c1. Reaction SMILES: [B:1]([Br:2])([Br:3])[Br:4].[CH3:5][O:6][c:7]1[cH:8][cH:9][c:10](-[c:13]2[cH:14][n:15][c:16]3[n:17]2[cH:18][cH:19][n:20][c:21]3[NH:22][CH2:23][c:24]2[cH:25][c:26]([S:30](=[O:31])(=[O:32])[NH2:33])[cH:27][cH:28][cH:29]2)[cH:11][cH:12]1.[Cl:34][CH2:35][Cl:36]>>[OH:6][c:7]1[cH:8][cH:9][c:10](-[c:13]2[cH:14][n:15][c:16]3[n:17]2[cH:18][cH:19][n:20][c:21]3[NH:22][CH2:23][c:24]2[cH:25][c:26]([S:30](=[O:31])(=[O:32])[NH2:33])[cH:27][cH:28][cH:29]2)[cH:11][cH:12]1. Procedure details: 5-Amino-3-beta-D-ribofuranosylthiazolo(4,5-d)pyrimidine-2,7(3H,6H)— dione monohydrate; Thiazolo(4,5-d)pyrimidine-2,7(3H,4H)-dione, 5-amino-3-beta-D-ribofuranosyl-, monohydrate) is administered in association with a compound of the invention (e.g., represented by a formula selected from I-XXIII). The reactants are O.NC=1NC(C2=C(N1)N(C(S2)=O)[C@H]2[C@H](O)[C@H](O)[C@H](O2)CO)=O (5-Amino-3-beta-D-ribofuranosylthiazolo(4,5-d)pyrimidine-2,7(3H,6H)— dione monohydrate), S1C(NC=2NC=NC(C21)=O)=O (Thiazolo(4,5-d)pyrimidine-2,7(3H,4H)-dione), monohydrate. Reaction SMILES: O.[NH2:2][C:3]1[NH:4][C:5](=[O:22])[C:6]2[S:11][C:10](=[O:12])[N:9]([C@@H:13]3[O:19][C@H:18]([CH2:20][OH:21])[C@@H:16]([OH:17])[C@H:14]3[OH:15])[C:7]=2[N:8]=1.S1C2C(=O)N=CNC=2NC1=O>>[CH2:20]([OH:21])[C@H:18]1[O:19][C@@H:13]([N:9]2[C:10](=[O:12])[S:11][C:6]3[C:5]([N:4]=[C:3]([NH2:2])[NH:8][C:7]2=3)=[O:22])[C@H:14]([OH:15])[C@@H:16]1[OH:17] |f:0.1|. The product is C([C@@H]1[C@H]([C@H]([C@@H](O1)N2C3=C(C(=O)N=C(N3)N)SC2=O)O)O)O (ANA245).